Dataset: the Open Reaction Database (ORD), a public repository of structured organic reaction records. Task: describe an organic reaction: reactants, conditions, products, and yield Reactants: C(C1=CC=CC=C1)=C(O)C(CO)(CO)CO.C(C)C(C(=O)O)(C(=O)O)CC.C(C)C(C(=O)O)(C(=O)O)CC (Bis-(diethyl malonate) monobenzalpentaerythritol), O (water), aqueous solution, [OH-].[Na+] (sodium hydroxide), O (water), [H-].[Al+3].[Li+].[H-].[H-].[H-] (lithium aluminium hydride). Solvent: C(C)OCC (diethyl ether), C(C)OCC (diethyl ether). Reaction conditions: temperature 20 celsius, time 2 hour. Yields the product C(C1=CC=CC=C1)=C(O)C(CO)(CO)CO.C(CCO)O.C(CCO)O (bis-(propane-1,3-diol) Monobenzalpentaerythritol). Reaction SMILES: [CH:1](=[C:8]([C:10]([CH2:15][OH:16])([CH2:13][OH:14])[CH2:11][OH:12])[OH:9])[C:2]1[CH:7]=[CH:6][CH:5]=[CH:4][CH:3]=1.C([C:19](CC)([C:23](O)=[O:24])[C:20](O)=[O:21])C.C([C:30](CC)([C:34](O)=[O:35])[C:31](O)=[O:32])C.[H-].[Al+3].[Li+].[H-].[H-].[H-].O.[OH-].[Na+]>C(OCC)C>[CH:1](=[C:8]([C:10]([CH2:11][OH:12])([CH2:13][OH:14])[CH2:15][OH:16])[OH:9])[C:2]1[CH:7]=[CH:6][CH:5]=[CH:4][CH:3]=1.[CH2:23]([OH:24])[CH2:19][CH2:20][OH:21].[CH2:34]([OH:35])[CH2:30][CH2:31][OH:32] |f:0.1.2,3.4.5.6.7.8,10.11,13.14.15|. Procedure details: Bis-(diethyl malonate) monobenzalpentaerythritol (100 mmol) dissolved in diethyl ether (100 mL) is added dropwise to a lithium aluminium hydride in diethyl ether (100 mL) suspension. The mixture is stirred for 2 h at reflux temperature and 20 h at 20° C. After cooling at 5° C., water (5 mL), 2 N aqueous solution of sodium hydroxide (10 mL) and water (5 mL) is successively added. The suspension is filtered, the solid is washed with diethylether and the combined filtrates are dried (Na2SO4) and co... Starting materials: O (Water), C([O-])([O-])=O.[K+].[K+] (Potassium carbonate), C(Br)C1CO1 (epibromohydrin), OC1=C(C=C2C(=CC=NC2=C1)OC=1C(=NC2=NC=CC=C2C1)C)OC (3-[7-Hydroxy-6-methoxy-quinolin-4-yloxy]-2-methyl-[1,8]naphthyridine). Solvent: CN(C=O)C (N,N-dimethylformamide). Conditions: time 8 hour. Product: COC=1C=C2C(=CC=NC2=CC1OCC1OC1)OC=1C(=NC2=NC=CC=C2C1)C (3-(6-Methoxy-7-oxiranylmethoxy-quinolin-4-yloxy)-2-methyl-[1,8]naphthyridine). Isolated yield 55.0%. RXN SMILES: [OH:1][C:2]1[CH:11]=[C:10]2[C:5]([C:6]([O:12][C:13]3[C:14]([CH3:23])=[N:15][C:16]4[C:21]([CH:22]=3)=[CH:20][CH:19]=[CH:18][N:17]=4)=[CH:7][CH:8]=[N:9]2)=[CH:4][C:3]=1[O:24][CH3:25].C(=O)([O-])[O-].[K+].[K+].[CH2:32]([CH:34]1[O:36][CH2:35]1)Br.O>CN(C)C=O>[CH3:25][O:24][C:3]1[CH:4]=[C:5]2[C:10](=[CH:11][C:2]=1[O:1][CH2:32][CH:34]1[CH2:35][O:36]1)[N:9]=[CH:8][CH:7]=[C:6]2[O:12][C:13]1[C:14]([CH3:23])=[N:15][C:16]2[C:21]([CH:22]=1)=[CH:20][CH:19]=[CH:18][N:17]=2 |f:1.2.3|. Reported procedure: 3-[7-Hydroxy-6-methoxy-quinolin-4-yloxy]-2-methyl-[1,8]naphthyridine (130 mg) was dissolved in N,N-dimethylformamide (4 ml) to prepare a solution. Potassium carbonate (162 mg) and epibromohydrin (0.1 ml) were added to the solution, and the mixture was stirred at room temperature overnight. Water was added to the reaction solution, and the mixture was extracted with ethyl acetate. The ethyl acetate layer was then washed with saturated brine and was dried over anhydrous sodium sulfate. The solvent... Starting materials: C(C)(C)(C)C1=CC=C(C=C1)[C@H](C)NCCC1(CCC2(OCC(CO2)(C)C)CC1)O (9-{2-[(S)-1-(4-tert-butyl-phenyl)-ethylamino]-ethyl}-3,3-dimethyl-1,5-dioxa-spiro[5.5]undecan-9-ol), ClC(Cl)(OC(OC(Cl)(Cl)Cl)=O)Cl (triphosgene), crude product, C(C)(C)(C)C1=CC=C(C=C1)[C@H](C)N1C(OC2(CC1)CCC1(OCC(CO1)(C)C)CC2)=O (3-[(S)-1-(4-tert-butyl-phenyl)-ethyl]-12,12-dimethyl-1,10,14-trioxa-3-aza-dispiro[5.2.5.2]hexadecan-2-one), Intermediate 2, Intermediate 2. The product is C(C)(C)(C)C1=CC=C(C=C1)[C@H](C)N1C(OC2(CC1)CCC(CC2)=O)=O (3-[(S)-1-(4-tert-Butyl-phenyl)-ethyl]-1-oxa-3-aza-spiro[5.5]undecane-2,9-dione). Reaction SMILES: C(C1C=CC([C@@H](NCCC2(O)CCC3(OCC(C)(C)CO3)CC2)C)=CC=1)(C)(C)C.ClC(Cl)(OC(=O)OC(Cl)(Cl)Cl)Cl.[C:42]([C:46]1[CH:51]=[CH:50][C:49]([C@@H:52]([N:54]2[CH2:59][CH2:58][C:57]3([CH2:71][CH2:70][C:62]4(OCC(C)(C)C[O:63]4)[CH2:61][CH2:60]3)[O:56][C:55]2=[O:72])[CH3:53])=[CH:48][CH:47]=1)([CH3:45])([CH3:44])[CH3:43]>>[C:42]([C:46]1[CH:51]=[CH:50][C:49]([C@@H:52]([N:54]2[CH2:59][CH2:58][C:57]3([CH2:60][CH2:61][C:62](=[O:63])[CH2:70][CH2:71]3)[O:56][C:55]2=[O:72])[CH3:53])=[CH:48][CH:47]=1)([CH3:43])([CH3:44])[CH3:45]. Procedure details: The title compound is prepared from 9-{2-[(S)-1-(4-tert-butyl-phenyl)-ethylamino]-ethyl}-3,3-dimethyl-1,5-dioxa-spiro[5.5]undecan-9-ol and triphosgene following a procedure analogous to that described in Step 4 of Intermediate 2; the crude product, a mixture of the title compound and 3-[(S)-1-(4-tert-butyl-phenyl)-ethyl]-12,12-dimethyl-1,10,14-trioxa-3-aza-dispiro[5.2.5.2]hexadecan-2-one, obtained after that is treated as described in Step 10 of Intermediate 2 to convert the intermediate to the ... As a reaction SMILES: Br[C:2]1[CH:14]=[CH:13][C:5]([C:6]([O:8][C:9]([CH3:12])([CH3:11])[CH3:10])=[O:7])=[C:4]([F:15])[CH:3]=1.C(=O)([O-])[O-].[Cs+].[Cs+].CC1(C)C2C=CC=C(P(C3C=CC=CC=3)C3C=CC=CC=3)C=2OC2C1=CC=CC=2P(C1C=CC=CC=1)C1C=CC=CC=1.[CH:64]1[C:76]2[NH:75][C:74]3[C:69](=[CH:70][CH:71]=[CH:72][CH:73]=3)[C:68]=2[C:67]([C:77]2[CH:78]=[CH:79][C:80]([C:83]#[N:84])=[N:81][CH:82]=2)=[CH:66][CH:65]=1>O1CCOCC1.C([O-])(=O)C.[Pd+2].C([O-])(=O)C>[C:83]([C:80]1[N:81]=[CH:82][C:77]([C:67]2[C:68]3[C:69]4[C:74](=[CH:73][CH:72]=[CH:71][CH:70]=4)[N:75]([C:2]4[CH:14]=[CH:13][C:5]([C:6]([O:8][C:9]([CH3:12])([CH3:11])[CH3:10])=[O:7])=[C:4]([F:15])[CH:3]=4)[C:76]=3[CH:64]=[CH:65][CH:66]=2)=[CH:78][CH:79]=1)#[N:84] |f:1.2.3,7.8.9|. Reactants: BrC1=CC(=C(C(=O)OC(C)(C)C)C=C1)F (2-methylpropan-2-yl 4-bromo-2-fluorobenzoate), C([O-])([O-])=O.[Cs+].[Cs+] (caesium carbonate), CC1(C2=CC=CC(=C2OC=2C(=CC=CC12)P(C1=CC=CC=C1)C1=CC=CC=C1)P(C1=CC=CC=C1)C1=CC=CC=C1)C ((9,9-dimethyl-9H-xanthene-4,5-diyl)bis(diphenylphosphane)), C1=CC=C(C=2C3=CC=CC=C3NC12)C=1C=CC(=NC1)C#N (5-(9H-carbazol-4-yl)pyridine-2-carbonitrile). Solvent: O1CCOCC1 (dioxane). Isolated yield 68.0%. The product is C(#N)C1=CC=C(C=N1)C1=CC=CC=2N(C3=CC=CC=C3C12)C1=CC(=C(C(=O)OC(C)(C)C)C=C1)F (2-methylpropan-2-yl 4-[4-(6-cyanopyridin-3-yl)-9H-carbazol-9-yl]-2-fluorobenzoate). Reported procedure: 0.63 g of 2-methylpropan-2-yl 4-bromo-2-fluorobenzoate, 1.88 g of caesium carbonate, 0.11 g of (9,9-dimethyl-9H-xanthene-4,5-diyl)bis(diphenylphosphane) and 0.03 g of palladium acetate are successively added, under argon, to a solution of 0.41 g of 5-(9H-carbazol-4-yl)pyridine-2-carbonitrile, obtained in stage 1 of Example 28, in 20 ml of dioxane. The reaction mixture is refluxed for 4 and a half hours, cooled to ambient temperature, filtered through celite and concentrated under reduced pressur... Reagents/catalysts: C(C)(=O)[O-].[Pd+2].C(C)(=O)[O-] (palladium acetate). Starting materials: Cl (HCl), C(#N)C1=C(C=CC(=C1)C)C1=CC(=CC(=C1)C(=O)N1CC(C1)O)C(=O)OCC (ethyl 2′-cyano-5-(3-hydroxyazetidine-1-carbonyl)-4′-methylbiphenyl-3-carboxylate), [OH-].[Na+] (sodium hydroxide), C(C)#N (acetonitrile). The solvent is O (water). Conditions: time 8 hour. Yields the product C(#N)C1=C(C=CC(=C1)C)C1=CC(=CC(=C1)C(=O)N1CC(C1)O)C(=O)O (2′-Cyano-5-(3-hydroxyazetidine-1-carbonyl)-4′-methylbiphenyl-3-carboxylic acid). RXN SMILES: [C:1]([C:3]1[CH:8]=[C:7]([CH3:9])[CH:6]=[CH:5][C:4]=1[C:10]1[CH:15]=[C:14]([C:16]([N:18]2[CH2:21][CH:20]([OH:22])[CH2:19]2)=[O:17])[CH:13]=[C:12]([C:23]([O:25]CC)=[O:24])[CH:11]=1)#[N:2].[OH-].[Na+].C(#N)C.Cl>O>[C:1]([C:3]1[CH:8]=[C:7]([CH3:9])[CH:6]=[CH:5][C:4]=1[C:10]1[CH:15]=[C:14]([C:16]([N:18]2[CH2:21][CH:20]([OH:22])[CH2:19]2)=[O:17])[CH:13]=[C:12]([C:23]([OH:25])=[O:24])[CH:11]=1)#[N:2] |f:1.2|. Procedure: A round-bottom flask was charged with ethyl 2′-cyano-5-(3-hydroxyazetidine-1-carbonyl)-4′-methylbiphenyl-3-carboxylate (25 mg, 0.066 mmol), sodium hydroxide (10 mg, 0.25 mmol), acetonitrile (2 mL) and water (2 mL). The mixture was stirred at room temperature overnight. 1N aq. HCl (3 mL) was added and the volatiles were removed under reduced pressure. The residue was extracted with CH2Cl2, and the CH2Cl2 layer was concentrated to dryness to afford the desired product as a white solid.